Dataset: the Open Reaction Database (ORD), a public repository of structured organic reaction records. Task: describe an organic reaction: reactants, conditions, products, and yield Reactants: ClCC(=CCCC(=CCCC(=CC=C(C(C#N)OC(C)OCC)C(C)C)C)C)C (15-chloro-2-(1-ethoxyethoxy)-3-(1-methylethyl)-6, 10,14-trimethyl-3,5,9,13-pentadecatetraenenitrile), [Cl-].[NH4+] (ammonium chloride), hexamethyldisilazane lithium amide, solution, cyanohydrin ethoxyethyl ether. Reaction conditions: time 5 minute. The yield is 51.5%. The product is C(C)OC(C)OC1(C(=CC=C(CCC=C(CCC=C(C1)C)C)C)C(C)C)C#N (1-(1-ethoxyethoxy)-2-(1-methylethyl)-5,9,13-trimethyl-2,4, 8,12-cyclotetradecatetraene-1-carbonitrile). Reaction SMILES: Cl[CH2:2][C:3]([CH3:29])=[CH:4][CH2:5][CH2:6][C:7]([CH3:28])=[CH:8][CH2:9][CH2:10][C:11]([CH3:27])=[CH:12][CH:13]=[C:14]([CH:24]([CH3:26])[CH3:25])[CH:15]([O:18][CH:19]([O:21][CH2:22][CH3:23])[CH3:20])[C:16]#[N:17].[Cl-].[NH4+]>CCCCCC.C1C=CC=CC=1.C1C=CC=CC=1>[CH2:22]([O:21][CH:19]([O:18][C:15]1([C:16]#[N:17])[CH2:2][C:3]([CH3:29])=[CH:4][CH2:5][CH2:6][C:7]([CH3:28])=[CH:8][CH2:9][CH2:10][C:11]([CH3:27])=[CH:12][CH:13]=[C:14]1[CH:24]([CH3:26])[CH3:25])[CH3:20])[CH3:23] |f:1.2,3.4|. Run in C1=CC=CC=C1 (benzene), CCCCCC.C1=CC=CC=C1 (hexane benzene). Procedure: A solution of hexamethyldisilazane lithium amide (205 mg, 1.11 mmol) in dry hexane/benzene (1:4) solution (5 ml) is stirred on an oil bath at 90° C. and thereto is dropwise added a solution of cyanohydrin ethoxyethyl ether which is 15-chloro-2-(1-ethoxyethoxy)-3-(1-methylethyl)-6, 10,14-trimethyl-3,5,9,13-pentadecatetraenenitrile (115 mg, 0.26 mmol) in dry benzene (6 ml) over 20 minutes. After stirring the mixture at this temperature for 5 minutes, a saturated aqueous ammonium chloride solution ... Reactants: C(O)([O-])=O.[Na+] (sodium hydrogen carbonate), FC1=CC=C(C=C1)C=1N=C2N(N=C(C=C2)N2CCNCC2)C1 (2-(4-fluorophenyl)-6-piperazin-1-ylimidazo[1,2-b]pyridazine), CN(C)C1=NC=CC=C1 (dimethylaminopyridine), tert-butyl anhydride, C(Cl)(Cl)Cl (chloroform), C(Cl)(Cl)Cl (chloroform). Run at time 30 minute. Yields the product FC1=CC=C(C=C1)C=1N=C2N(N=C(C=C2)N2CCN(CC2)C(=O)OC(C)(C)C)C1 (tert-Butyl 4-[2-(4-fluorophenyl)imidazo[1,2-b]pyridazin-6-yl]piperazine-1-carboxylate). Yield: 97.0%. Reaction SMILES: [F:1][C:2]1[CH:7]=[CH:6][C:5]([C:8]2[N:9]=[C:10]3[CH:15]=[CH:14][C:13]([N:16]4[CH2:21][CH2:20][NH:19][CH2:18][CH2:17]4)=[N:12][N:11]3[CH:22]=2)=[CH:4][CH:3]=1.CN([C:26]1[CH:31]=[CH:30]C=CN=1)C.[C:32](=[O:35])([O-])[OH:33].[Na+].[CH:37](Cl)(Cl)Cl>>[F:1][C:2]1[CH:7]=[CH:6][C:5]([C:8]2[N:9]=[C:10]3[CH:15]=[CH:14][C:13]([N:16]4[CH2:17][CH2:18][N:19]([C:32]([O:33][C:31]([CH3:30])([CH3:26])[CH3:37])=[O:35])[CH2:20][CH2:21]4)=[N:12][N:11]3[CH:22]=2)=[CH:4][CH:3]=1 |f:2.3|. Procedure details: To a solution of 21.5 g (72.3 mmol) of 2-(4-fluorophenyl)-6-piperazin-1-ylimidazo[1,2-b]pyridazine and 0.44 g (3.6 mmol) of dimethylaminopyridine in 500 mL of chloroform is added dropwise a solution of tert-butyl anhydride dissolved in 100 mL of chloroform. After stirring for 30 minutes at room temperature, the medium is poured into saturated aqueous sodium hydrogen carbonate solution. The organic phase obtained is washed with water, dried over sodium sulfate and then concentrated under reduced ... Starting materials: OC1C(N(CC1)CC(=O)OCC)=O (ethyl (R/S)-2-(3-hydroxy-2-oxo-1-pyrrolidinyl)acetate), NCCN1CCCCC1 (N-(2-aminoethyl)piperidine). Product: N1(CCCCC1)CCNC(CN1C(C(CC1)O)=O)=O ((R/S)-N-[2-(1-piperidinyl)ethyl]-2-(3-hydroxy-2-oxo-1-pyrrolidinyl)acetamide). Reaction SMILES: [OH:1][CH:2]1[CH2:6][CH2:5][N:4]([CH2:7][C:8]([O:10]CC)=O)[C:3]1=[O:13].[NH2:14][CH2:15][CH2:16][N:17]1[CH2:22][CH2:21][CH2:20][CH2:19][CH2:18]1>>[N:17]1([CH2:16][CH2:15][NH:14][C:8](=[O:10])[CH2:7][N:4]2[CH2:5][CH2:6][CH:2]([OH:1])[C:3]2=[O:13])[CH2:22][CH2:21][CH2:20][CH2:19][CH2:18]1. Procedure: 3.0 g of ethyl (R/S)-2-(3-hydroxy-2-oxo-1-pyrrolidinyl)acetate and 2.87 g of N-(2-aminoethyl)piperidine are heated to 100° for 4 hours under nitrogen. The excess N-(2-aminoethyl)piperidine is distilled in a high vacuum. The (R/S)-N-[2-(1-piperidinyl)ethyl]-2-(3-hydroxy-2-oxo-1-pyrrolidinyl)acetamide remaining as the residue has a melting point of 110°-111° after crystallization from ethyl acetate. Reactants: CC(C)(N)c1ncco1, O=C(O)c1ccc(C2CC2)c(-c2cccc(Cl)c2)n1. The product is CC(C)(NC(=O)c1ccc(C2CC2)c(-c2cccc(Cl)c2)n1)c1ncco1. Reaction SMILES: [CH3:20][C:21]([NH2:22])([c:23]1[o:24][cH:25][cH:26][n:27]1)[CH3:28].[Cl:1][c:2]1[cH:3][c:4](-[c:8]2[c:9]([CH:17]3[CH2:18][CH2:19]3)[cH:10][cH:11][c:12]([C:14](=[O:15])[OH:16])[n:13]2)[cH:5][cH:6][cH:7]1>>[Cl:1][c:2]1[cH:3][c:4](-[c:8]2[c:9]([CH:17]3[CH2:18][CH2:19]3)[cH:10][cH:11][c:12]([C:14](=[O:16])[NH:22][C:21]([CH3:20])([c:23]3[o:24][cH:25][cH:26][n:27]3)[CH3:28])[n:13]2)[cH:5][cH:6][cH:7]1. Reactants: C(C)(C)N1CCC(CC1)N1CCC(CC1)N1N=C(C=2C1=NC=NC2N)C2=CC=C(C=C2)OC2=CC=CC=C2 (1-[1-(1-isopropyl-4-piperidinyl)-4-piperidinyl]-3-(4-phenoxyphenyl)-1H-pyrazolo[3,4-d]pyrimidin-4-amine), C(C)(C)N1CCC(CC1)N1CCC(CC1)N1N=C(C=2C1=NC=NC2N)C2=CC=C(C=C2)OC2=CC=CC=C2 (1-[1-(1-isopropyl-4-piperidinyl)-4-piperidinyl]-3-(4-phenoxyphenyl)-1H-pyrazolo[3,4-d]pyrimidin-4-amine), C(\C=C/C(=O)O)(=O)O (maleic acid). The solvent is C(C)(=O)OCC (ethyl acetate), C(C)(=O)OCC (ethyl acetate). Reaction conditions: time 2 hour. Yields the product C(\C=C/C(=O)O)(=O)O.C(\C=C/C(=O)O)(=O)O.C(\C=C/C(=O)O)(=O)O.C(C)(C)N1CCC(CC1)N1CCC(CC1)N1N=C(C=2C1=NC=NC2N)C2=CC=C(C=C2)OC2=CC=CC=C2 (1-[1-(1-isopropyl-4-piperidinyl)-4-piperidinyl]-3-(4-phenoxyphenyl)-1H-pyrazolo[3,4-d]pyrimidin-4-amine, trimaleate salt). Yield: 92.4%. As a reaction SMILES: [CH:1]([N:4]1[CH2:9][CH2:8][CH:7]([N:10]2[CH2:15][CH2:14][CH:13]([N:16]3[C:20]4=[N:21][CH:22]=[N:23][C:24]([NH2:25])=[C:19]4[C:18]([C:26]4[CH:31]=[CH:30][C:29]([O:32][C:33]5[CH:38]=[CH:37][CH:36]=[CH:35][CH:34]=5)=[CH:28][CH:27]=4)=[N:17]3)[CH2:12][CH2:11]2)[CH2:6][CH2:5]1)([CH3:3])[CH3:2].[C:39]([OH:46])(=[O:45])/[CH:40]=[CH:41]\[C:42]([OH:44])=[O:43]>C(OCC)(=O)C>[C:39]([OH:46])(=[O:45])/[CH:40]=[CH:41]\[C:42]([OH:44])=[O:43].[C:39]([OH:46])(=[O:45])/[CH:40]=[CH:41]\[C:42]([OH:44])=[O:43].[C:39]([OH:46])(=[O:45])/[CH:40]=[CH:41]\[C:42]([OH:44])=[O:43].[CH:1]([N:4]1[CH2:9][CH2:8][CH:7]([N:10]2[CH2:15][CH2:14][CH:13]([N:16]3[C:20]4=[N:21][CH:22]=[N:23][C:24]([NH2:25])=[C:19]4[C:18]([C:26]4[CH:27]=[CH:28][C:29]([O:32][C:33]5[CH:38]=[CH:37][CH:36]=[CH:35][CH:34]=5)=[CH:30][CH:31]=4)=[N:17]3)[CH2:12][CH2:11]2)[CH2:6][CH2:5]1)([CH3:3])[CH3:2] |f:3.4.5.6|. Procedure: 1-[1-(1-isopropyl-4-piperidinyl)-4-piperidinyl]-3-(4-phenoxyphenyl)-1H-pyrazolo[3,4-d]pyrimidin-4-amine (Intermediate F) (132 mg, 0.258 mmol) was dissolved in 30 ml of hot ethyl acetate and maleic acid(90 mg, 0.774 mmol) in 5 ml of hot ethyl acetate was added. After 2 hours at room temperature, the solid was filtered and then dried to give 205 mg of 1-[1-(1-isopropyl-4-piperidinyl)-4-piperidinyl]-3-(4-phenoxyphenyl)-1H-pyrazolo[3,4-d]pyrimidin-4-amine, trimaleate salt. 1H NMR (DMSO) 1.26 (d, J=6... Reaction SMILES: O[CH2:2][C:3]1[N:8]=[CH:7]C(C([O-])=O)=[CH:5][CH:4]=1.[K+].CN(C=O)C.[C:18](Cl)(=O)[C:19]([Cl:21])=[O:20].C(Cl)[Cl:25]>>[ClH:21].[Cl:25][CH2:2][C:3]1[N:8]=[CH:7][C:18]([C:19]([Cl:21])=[O:20])=[CH:5][CH:4]=1 |f:0.1,5.6|. Procedure details: To a suspension of potassium 6-(hydroxymethyl)pyridine-3-carboxylate (96 mg; 0.50 mmol; 1.0 eq.) in DCM (1 mL) was added DMF (0.07 mg; 0.02 eq., 0.01 mmol). The mixture was chilled at 0° C. Then oxalyl chloride (317 mg; 2.5 mmol; 5.0 eq.) was added dropwise and the resulting mixture was stirred 4 h at rt. Evaporation of the solvent gave a black line powder without further purification in the next step. Reaction conditions: temperature 0 celsius, time 4 hour. The product is Cl.ClCC1=CC=C(C=N1)C(=O)Cl (6-(chloromethyl)pyridine-3-carbonyl chloride hydrochloride). Reactants: CN(C)C=O (DMF), OCC1=CC=C(C=N1)C(=O)[O-].[K+] (potassium 6-(hydroxymethyl)pyridine-3-carboxylate), C(Cl)Cl (DCM), C(C(=O)Cl)(=O)Cl (oxalyl chloride). The reactants are FC(OC=1C=C(C(=O)O)C=CC1)(F)F (3-trifluoromethoxybenzoic acid), Cl.NCC1=C(C=C(C=C1)C1=NOC(=N1)C)NCC(=O)OCC1=CC=CC=C1 (Benzyl 2-(2-(aminomethyl)-5-(5-methyl-1,2,4-oxadiazol-3-yl)phenylamino)acetate hydrochloride), TEA, C1=CC2=C(N=C1)N(N=N2)O (HOAt), CCN=C=NCCCN(C)C (EDCI). The solvent is ClCCl (dichloromethane), CN(C)C=O (DMF). Conditions: time 8 hour. The product is CC1=NC(=NO1)C=1C=CC(=C(C1)NCC(=O)OCC1=CC=CC=C1)CNC(C1=CC(=CC=C1)OC(F)(F)F)=O (Benzyl 2-(5-(5-methyl-1,2,4-oxadiazol-3-yl)-2-((3-(trifluoromethoxy)benzamido)methyl)phenylamino)acetate). Isolated yield 42.7%. Reaction SMILES: Cl.[NH2:2][CH2:3][C:4]1[CH:9]=[CH:8][C:7]([C:10]2[N:14]=[C:13]([CH3:15])[O:12][N:11]=2)=[CH:6][C:5]=1[NH:16][CH2:17][C:18]([O:20][CH2:21][C:22]1[CH:27]=[CH:26][CH:25]=[CH:24][CH:23]=1)=[O:19].C1C=NC2N(O)N=NC=2C=1.CCN=C=NCCCN(C)C.[F:49][C:50]([F:62])([F:61])[O:51][C:52]1[CH:53]=[C:54]([CH:58]=[CH:59][CH:60]=1)[C:55](O)=[O:56]>ClCCl.CN(C=O)C>[CH3:15][C:13]1[O:12][N:11]=[C:10]([C:7]2[CH:8]=[CH:9][C:4]([CH2:3][NH:2][C:55](=[O:56])[C:54]3[CH:58]=[CH:59][CH:60]=[C:52]([O:51][C:50]([F:49])([F:61])[F:62])[CH:53]=3)=[C:5]([NH:16][CH2:17][C:18]([O:20][CH2:21][C:22]3[CH:23]=[CH:24][CH:25]=[CH:26][CH:27]=3)=[O:19])[CH:6]=2)[N:14]=1 |f:0.1|. Procedure details: To a solution of compound 58d (50 mg, 0.13 mmol), TEA (0.027 mL), HOAt (1.8 mg) and EDCI (37 mg, 0.19 mmol) in a mixture of dichloromethane (0.8 mL) and DMF (0.3 mL) was added 3-trifluoromethoxybenzoic acid (27 mg, 0.13 mmol). The resulting solution was stirred overnight at rt, and then concentrated. The residue was triturated with water, and then purified by reverse phase HPLC (C18 column, water/acetonitrile gradient containing 0.1% TFA) to afford compound 58e (30 mg, 43%). ESI-MS m/e 541.4 (M+...